This data is from the Open Reaction Database (ORD), a public repository of structured organic reaction records. The task is: describe an organic reaction: reactants, conditions, products, and yield Starting materials: CCOc1ncc([N+](=O)[O-])cc1-c1nc2c(Br)n(C)nc2c(=O)[nH]1, CCOC(C)=O, CC(=O)O, [Cl-], [Cl-], [Cl-], Cl, [Ti+3]. The product is CCOc1ncc(N)cc1-c1nc2c(Br)n(C)nc2c(=O)[nH]1. RXN SMILES: [Br:1][c:2]1[n:3]([CH3:24])[n:4][c:5]2[c:6]1[n:7][c:8](-[c:12]1[c:13]([O:21][CH2:22][CH3:23])[n:14][cH:15][c:16]([N+:18]([O-:19])=[O:20])[cH:17]1)[nH:9][c:10]2=[O:11].[CH3:25][CH2:26][O:27][C:28](=[O:29])[CH3:30].[CH3:32][C:33](=[O:34])[OH:35].[Cl-:36].[Cl-:37].[Cl-:38].[ClH:31].[Ti+3:39]>>[Br:1][c:2]1[n:3]([CH3:24])[n:4][c:5]2[c:6]1[n:7][c:8](-[c:12]1[c:13]([O:21][CH2:22][CH3:23])[n:14][cH:15][c:16]([NH2:18])[cH:17]1)[nH:9][c:10]2=[O:11].